Dataset: the Open Reaction Database (ORD), a public repository of structured organic reaction records. Task: describe an organic reaction: reactants, conditions, products, and yield Reactants: CS(=O)(=O)Nc1cc2occ(C(=O)O)c(=O)c2cc1Oc1ccccc1, CN(C)C=O, Cl, N, O=P(Cl)(Cl)Cl. Reaction SMILES: [C:1](=[O:2])([OH:3])[c:4]1[cH:5][o:6][c:7]2[c:8]([c:9]1=[O:10])[cH:11][c:12]([O:20][c:21]1[cH:22][cH:23][cH:24][cH:25][cH:26]1)[c:13]([NH:15][S:16](=[O:17])(=[O:18])[CH3:19])[cH:14]2.[CH3:34][N:35]([CH3:36])[CH:37]=[O:38].[ClH:33].[NH3:32].[P:27]([Cl:28])([Cl:29])([Cl:30])=[O:31]>>[C:1](=[O:2])([c:4]1[cH:5][o:6][c:7]2[c:8]([c:9]1=[O:10])[cH:11][c:12]([O:20][c:21]1[cH:22][cH:23][cH:24][cH:25][cH:26]1)[c:13]([NH:15][S:16](=[O:17])(=[O:18])[CH3:19])[cH:14]2)[NH2:32]. Product: CS(=O)(=O)Nc1cc2occ(C(N)=O)c(=O)c2cc1Oc1ccccc1.